From a dataset of the Open Reaction Database (ORD), a public repository of structured organic reaction records. describe an organic reaction: reactants, conditions, products, and yield Reactants: N1=CC=C(C2=CC3=C(C=C12)C=CC=C3)O (benzo[g]-quinolin-4-ol), CN(C1=CC=CC=C1)C (N,N-dimethylaniline), P(=O)(Cl)(Cl)Cl (phosphorus oxychloride). Yields the product ClC1=CC=NC2=CC3=C(C=C12)C=CC=C3 (4-chlorobenzo[g]quinoline). Reaction SMILES: [N:1]1[C:10]2[C:5](=[CH:6][C:7]3[CH:14]=[CH:13][CH:12]=[CH:11][C:8]=3[CH:9]=2)[C:4](O)=[CH:3][CH:2]=1.CN(C)C1C=CC=CC=1.P(Cl)(Cl)([Cl:27])=O>>[Cl:27][C:4]1[C:5]2[C:10](=[CH:9][C:8]3[CH:11]=[CH:12][CH:13]=[CH:14][C:7]=3[CH:6]=2)[N:1]=[CH:2][CH:3]=1. Procedure: Under a nitrogen atmosphere, benzo[g]quinolin-4-ol (6) (100 mg, 0.51 mmol) was refluxed in 2 ml of phosphorus oxychloride (0.25 M) in the presence of N,N-dimethylaniline (0.25 mL, 3.8 equivalents) until deemed complete by TLC. Removal of the excess phosphorus oxycloride in vacuo and flash chromatography (gradient: 9:1 to 8:2 to 7:3 hexanes:EtOAc) afforded 108 mg of clean 4-chlorobenzo[g]quinoline (7b) in quantitative yield. The reactants are [H-], [Na+], CN(C)C=O, OCCc1ccc(O)cc1, Cc1ccc(S(=O)(=O)OCC2CN(C(C)(C)C)C(c3ccccc3)O2)cc1. The product is CC(C)(C)N1CC(COc2ccc(CCO)cc2)OC1c1ccccc1. RXN SMILES: [H-:12].[Na+:11].[O:40]=[CH:41][N:42]([CH3:43])[CH3:44].[OH:1][CH2:2][CH2:3][c:4]1[cH:5][cH:6][c:7]([OH:8])[cH:9][cH:10]1.[c:13]1([CH:19]2[O:20][CH:21]([CH2:28][O:29][S:30]([c:31]3[cH:32][cH:33][c:34]([CH3:35])[cH:36][cH:37]3)(=[O:38])=[O:39])[CH2:22][N:23]2[C:24]([CH3:25])([CH3:26])[CH3:27])[cH:14][cH:15][cH:16][cH:17][cH:18]1>>[OH:1][CH2:2][CH2:3][c:4]1[cH:5][cH:6][c:7]([O:8][CH2:28][CH:21]2[O:20][CH:19]([c:13]3[cH:14][cH:15][cH:16][cH:17][cH:18]3)[N:23]([C:24]([CH3:25])([CH3:26])[CH3:27])[CH2:22]2)[cH:9][cH:10]1.